From a dataset of the Open Reaction Database (ORD), a public repository of structured organic reaction records. describe an organic reaction: reactants, conditions, products, and yield Reactants: IC1=CC=C(C=C1)C(C(=O)OC)C (Methyl 2-(4-iodophenyl)propionate), CC(=O)NC1=CC=C(C=C1)Cl (acet-p-chloroanilide), C([O-])([O-])=O.[K+].[K+] (potassium carbonate). The reagents and catalysts are [Cu] (copper). Yields the product ClC1=CC=C(NC2=CC=C(C=C2)C(C(=O)O)C)C=C1 (2-[4-(4-chloroanilino)-phenyl]propionic acid). Reaction SMILES: I[C:2]1[CH:7]=[CH:6][C:5]([CH:8]([CH3:13])[C:9]([O:11]C)=[O:10])=[CH:4][CH:3]=1.CC([NH:17][C:18]1[CH:23]=[CH:22][C:21]([Cl:24])=[CH:20][CH:19]=1)=O.C(=O)([O-])[O-].[K+].[K+]>[Cu]>[Cl:24][C:21]1[CH:22]=[CH:23][C:18]([NH:17][C:2]2[CH:7]=[CH:6][C:5]([CH:8]([CH3:13])[C:9]([OH:11])=[O:10])=[CH:4][CH:3]=2)=[CH:19][CH:20]=1 |f:2.3.4|. Procedure details: Methyl 2-(4-iodophenyl)propionate (2 g.), acet-p-chloroanilide (1.17 g.), potassium carbonate (0.62 g.) and copper powder (0.1 g.) were heated at 165°C. for 7.5 hours. The cooled solid was triturated with methylene chloride, filtered, and the filtrate evaporated to dryness. The residue was refluxed for 1.5 hours with ethanol (7 ml.) and 2.5N sodium hydroxide (14 ml.); ethanol was distilled in vacuo and the residue diluted with water, washed with ether and acidified with dilute hydrochloric acid.... Starting materials: C(C)(C)(C)OC(=O)N1[C@@H](CCC1)C#N ((S)-2-Cyano-pyrrolidine-1-carboxylic acid tert-butyl ester), [N-]=[N+]=[N-].[Na+] (sodium azide), [Cl-].[NH4+] (ammonium chloride), C(CC(O)(C(=O)O)CC(=O)O)(=O)O (citric acid). The solvent is CN(C=O)C (N,N-dimethyl-formamide). Conditions: temperature 93 celsius. Yields the product C(C)(C)(C)OC(=O)N1[C@@H](CCC1)C1=NN=NN1 ((S)-2-(1H-Tetrazol-5-yl)-pyrrolidine-1-carboxylic acid tert-butyl ester). As a reaction SMILES: [C:1]([O:5][C:6]([N:8]1[CH2:12][CH2:11][CH2:10][C@H:9]1[C:13]#[N:14])=[O:7])([CH3:4])([CH3:3])[CH3:2].[N-:15]=[N+:16]=[N-:17].[Na+].[Cl-].[NH4+].C(O)(=O)CC(CC(O)=O)(C(O)=O)O>CN(C)C=O>[C:1]([O:5][C:6]([N:8]1[CH2:12][CH2:11][CH2:10][C@H:9]1[C:13]1[NH:17][N:16]=[N:15][N:14]=1)=[O:7])([CH3:4])([CH3:2])[CH3:3] |f:1.2,3.4|. Procedure details: To a solution of (S)-2-Cyano-pyrrolidine-1-carboxylic acid tert-butyl ester (500 mg, 2.55 mmol) in N,N-dimethyl-formamide (20 mL) is added sodium azide (174 mg, 2.68 mmol) and ammonium chloride (150 mg, 2.81 mmol). The solution is stirred at 93° C. over night. The solution is poured into 5% citric acid solution with ice, and the mixture is extracted with EtOAc. The organic extract is washed with brine, dried and concentrated under vacuum. The crude oil is used directly in the next step without f...